Dataset: the Open Reaction Database (ORD), a public repository of structured organic reaction records. Task: describe an organic reaction: reactants, conditions, products, and yield The reactants are COC(=O)c1sc2cc(C(F)(F)F)ccc2c1C1CCN(Cc2ccccc2)CC1, COC(=O)Cl, ClCCl. The product is COC(=O)c1sc2cc(C(F)(F)F)ccc2c1C1CCN(C(=O)OC)CC1. RXN SMILES: [CH3:1][O:2][C:3](=[O:4])[c:5]1[c:6]([CH:18]2[CH2:19][CH2:20][N:21]([CH2:24][c:25]3[cH:26][cH:27][cH:28][cH:29][cH:30]3)[CH2:22][CH2:23]2)[c:7]2[c:8]([s:9]1)[cH:10][c:11]([C:14]([F:15])([F:16])[F:17])[cH:12][cH:13]2.[Cl:31][C:32](=[O:33])[O:34][CH3:35].[Cl:36][CH2:37][Cl:38]>>[CH3:1][O:2][C:3](=[O:4])[c:5]1[c:6]([CH:18]2[CH2:19][CH2:20][N:21]([C:32](=[O:33])[O:34][CH3:35])[CH2:22][CH2:23]2)[c:7]2[c:8]([s:9]1)[cH:10][c:11]([C:14]([F:15])([F:16])[F:17])[cH:12][cH:13]2. Solvent: CO (methanol). Reaction conditions: time 5 hour. Procedure details: To a solution of 5-Nitro-m-xylene-α,α′-diol (890 mg, 5.4 mmol) in methanol (50 mL) was added Pd/C (10%, 287 mg). A hydrogen atmosphere was introduced and the mixture was hydrogenated under pressure (H2, 5˜8 psi) for 5 hours at room temperature. The solution was filtered through celite and the filtrate was evaporated by rotary evaporation in vacuo to give 5-amino-m-xylene-α,α′-diol, which was then dissolved in THF (10 mL)/DMF (15 ml). 4-methyldithio-4,4-dimethyl butanoic acid (1.05 g, 5.4 mmol) d... As a reaction SMILES: [N+:1]([C:4]1[CH:5]=[C:6]([CH2:12][OH:13])[CH:7]=[C:8]([CH2:10][OH:11])[CH:9]=1)([O-])=O.[H][H]>CO.[Pd]>[NH2:1][C:4]1[CH:5]=[C:6]([CH2:12][OH:13])[CH:7]=[C:8]([CH2:10][OH:11])[CH:9]=1. Reactants: [N+](=O)([O-])C=1C=C(C=C(C1)CO)CO (5-Nitro-m-xylene-α,α′-diol), [H][H] (hydrogen). Reagents/catalysts: [Pd] (Pd/C). Yields the product NC=1C=C(C=C(C1)CO)CO (5-amino-m-xylene-α,α′-diol). The reactants are FC1=CC=C(C=O)C=C1 (4-fluorobenzaldehyde), C(CC(=O)O)(=O)O (malonic acid), N1CCCCC1 (piperidine), N1=CC=CC=C1 (pyridine), Cl (hydrochloric acid). Conditions: time 30 minute. The product is C(C=CC1=CC=CC=C1)(=O)[O-].CC12C=CC(CC1)C2 (cinnamate methyl-2-norbornene). Isolated yield 72.0%. Reaction SMILES: F[C:2]1[CH:9]=[CH:8][C:5]([CH:6]=O)=[CH:4][CH:3]=1.[C:10](O)(=O)[CH2:11][C:12]([OH:14])=[O:13].N1[CH2:22][CH2:21][CH2:20][CH2:19][CH2:18]1.N1C=CC=CC=1.Cl>>[C:12]([O-:14])(=[O:13])[CH:11]=[CH:6][C:5]1[CH:8]=[CH:9][CH:2]=[CH:3][CH:4]=1.[CH3:10][C:11]12[CH2:12][CH:20]([CH2:21][CH2:22]1)[CH:19]=[CH:18]2 |f:5.6|. Procedure details: 17.1 g (0.138 mol) of 4-fluorobenzaldehyde, 28.7 g (0.276 mol) of malonic acid, and 0.1 equivalent of piperidine were dissolved in 3 equivalents of pyridine. The resulting mixture was stirred at room temperature for 30 min, and further stirred at 90° C. for 5 h. The temperature was lowered to room temperature, and the mixture was titrated to pH 1˜2 using a 3 M hydrochloric acid aqueous solution. The formed powder was filtered, and washed with a solvent mixture of ethanol/water (1/9 volume ratio)...